Task: describe an organic reaction: reactants, conditions, products, and yield. Dataset: the Open Reaction Database (ORD), a public repository of structured organic reaction records Reactants: [N+](=O)([O-])C1=C(NC(CCl)=O)C(=CC=C1)[N+](=O)[O-] (2',6'-dinitro-2-chloroacetanilide), C([O-])([O-])=O.[Na+].[Na+] (sodium carbonate), COCCl (chloromethyl methyl ether), C(Cl)Cl (methylene chloride). The solvent is O (water). Reaction conditions: time 50 minute. The product is ClCC(=O)N(C1=C(C=CC=C1[N+](=O)[O-])[N+](=O)[O-])COC (2-Chloro-2',6'-Dinitro-N-(Methoxymethyl)Acetanilide). The yield is 80.0%. Reaction SMILES: [N+:1]([C:4]1[CH:14]=[CH:13][CH:12]=[C:11]([N+:15]([O-:17])=[O:16])[C:5]=1[NH:6][C:7](=[O:10])[CH2:8][Cl:9])([O-:3])=[O:2].[CH3:18][O:19][CH2:20]Cl.C(Cl)Cl.C(=O)([O-])[O-].[Na+].[Na+]>O>[Cl:9][CH2:8][C:7]([N:6]([CH2:18][O:19][CH3:20])[C:5]1[C:11]([N+:15]([O-:17])=[O:16])=[CH:12][CH:13]=[CH:14][C:4]=1[N+:1]([O-:3])=[O:2])=[O:10] |f:3.4.5|. Procedure: To a 500 ml. stirred flask was added 3.0 g. (0.012 moles) of 2',6'-dinitro-2-chloroacetanilide, 2.5 ml. of chloromethyl methyl ether, 1.0 g. of phase transfer catalyst and 150 ml. of methylene chloride. Thereafter, 75 ml. saturated sodium carbonate solution was added in one portion and stirring continued for 50 minutes. At the end of this period, water was added to aid separation and the aqueous/organic mixture was allowed to stand overnight. The product, 2-chloro-2',6'-dinitro-N-(methoxymethyl)...